Dataset: the Open Reaction Database (ORD), a public repository of structured organic reaction records. Task: describe an organic reaction: reactants, conditions, products, and yield Reactants: C(C(=O)Cl)(=O)Cl (oxalyl chloride), [Cl-].[Al+3].[Cl-].[Cl-] (aluminum chloride), C(=S)=S (carbon disulfide), C(C)N(C1=CC(=CC=C1)C)CC (N,N-diethyl-m-toluidine). Run in C(Cl)(Cl)Cl (chloroform), O (water), C(Cl)(Cl)Cl (chloroform). The product is C(C)N(C1=CC(=C(C=C1)C(C(=O)C1=C(C=C(C=C1)N(CC)CC)C)=O)C)CC (1,2-bis(4-diethylamino-2-methylphenyl)ethane-1,2-dione). Isolated yield 23.3%. Reaction SMILES: [Cl-].[Al+3].[Cl-].[Cl-].C(=S)=S.[CH2:8]([N:10]([CH2:18][CH3:19])[C:11]1[CH:16]=[CH:15][CH:14]=[C:13]([CH3:17])[CH:12]=1)[CH3:9].[C:20](Cl)(=[O:24])[C:21](Cl)=[O:22]>C(Cl)(Cl)Cl.O>[CH2:18]([N:10]([CH2:8][CH3:9])[C:11]1[CH:16]=[CH:15][C:14]([C:20](=[O:24])[C:21]([C:14]2[CH:15]=[CH:16][C:11]([N:10]([CH2:18][CH3:19])[CH2:8][CH3:9])=[CH:12][C:13]=2[CH3:17])=[O:22])=[C:13]([CH3:17])[CH:12]=1)[CH3:19] |f:0.1.2.3|. Reported procedure: To 8.3 g of anhydrous aluminum chloride, 30 ml of carbon disulfide was added, followed by dropwise addition of 16.3 g of N,N-diethyl-m-toluidine under ice-cooling. Then, 5 g of oxalyl chloride was added dropwise thereto at 5° C. or lower, and reacted for 1 hour with stirring. After the reaction, 50 ml of water and 100 ml of chloroform were added to the reaction solution. The chloroform layer obtained by separation was washed with 2N hydrochloric acid, dried and concentrated. The residue was recr... Starting materials: ClC(C(=O)OC)CCCCCCCCCCCCCC (methyl α-chloropalmitate), [H-].[Li+] (Lithium hydride), C=O (paraformaldehyde), CO (methanol), C=O (paraformaldehyde). The solvent is CN(C)C=O (DMF). Reaction conditions: time 1 hour. Product: C(CCCCCCCCCCCCC)C1(C(=O)OC)CO1 (methyl tetradecylglycidate). RXN SMILES: [H-].[Li+].[CH2:3]=[O:4].CO.Cl[CH:8]([CH2:13][CH2:14][CH2:15][CH2:16][CH2:17][CH2:18][CH2:19][CH2:20][CH2:21][CH2:22][CH2:23][CH2:24][CH2:25][CH3:26])[C:9]([O:11][CH3:12])=[O:10]>CN(C=O)C>[CH2:13]([C:8]1([O:4][CH2:3]1)[C:9]([O:11][CH3:12])=[O:10])[CH2:14][CH2:15][CH2:16][CH2:17][CH2:18][CH2:19][CH2:20][CH2:21][CH2:22][CH2:23][CH2:24][CH2:25][CH3:26] |f:0.1|. Procedure details: Lithium hydride (0.32 g, 0.040 m), paraformaldehyde (0.16 g, 0.0053 m), and methanol (0.32 g, 0.010 m) were heated together in 25 ml DMF at 30°-40° C. After 1 hour, methyl α-chloropalmitate (3.05 g, 0.010 m) was added; the remaining paraformaldehyde (0.16 g, 0.0053 m) was added in two portions. The reaction was worked up after 51/2 hours of heating. The reaction mixture was extracted with hexane; the hexane was washed with water and dried over Na2SO4. The mixture was filtered and stripped to a c... Reactants: ClC1=C(C=CC=C1)C=1C(=CC(=NC1)NNC(CC=1C(=NC(=CC1)C(F)(F)F)C)=O)C1=CC=C(C=C1)Cl (N′-(5-(2-chlorophenyl)-4-(4-chlorophenyl)pyridin-2-yl)-2-(2-methyl-6-(trifluoromethyl)pyridin-3-yl)acetohydrazide), C(C)(=O)O (acetic acid), starting material. Solvent: C(C)O (ethanol). Reaction conditions: temperature 180 celsius. Product: ClC1=C(C=CC=C1)C=1C(=CC=2N(C1)C(=NN2)CC=2C(=NC(=CC2)C(F)(F)F)C)C2=CC=C(C=C2)Cl (6-(2-chlorophenyl)-7-(4-chlorophenyl)-3-((2-methyl-6-(trifluoromethyl)pyridin-3-yl)methyl)-[1,2,4]triazolo[4,3-a]pyridine). As a reaction SMILES: [Cl:1][C:2]1[CH:7]=[CH:6][CH:5]=[CH:4][C:3]=1[C:8]1[C:9]([C:30]2[CH:35]=[CH:34][C:33]([Cl:36])=[CH:32][CH:31]=2)=[CH:10][C:11]([NH:14][NH:15][C:16](=O)[CH2:17][C:18]2[C:19]([CH3:28])=[N:20][C:21]([C:24]([F:27])([F:26])[F:25])=[CH:22][CH:23]=2)=[N:12][CH:13]=1.C(O)(=O)C>C(O)C>[Cl:1][C:2]1[CH:7]=[CH:6][CH:5]=[CH:4][C:3]=1[C:8]1[C:9]([C:30]2[CH:35]=[CH:34][C:33]([Cl:36])=[CH:32][CH:31]=2)=[CH:10][C:11]2[N:12]([C:16]([CH2:17][C:18]3[C:19]([CH3:28])=[N:20][C:21]([C:24]([F:27])([F:26])[F:25])=[CH:22][CH:23]=3)=[N:15][N:14]=2)[CH:13]=1. Procedure: A solution of N′-(5-(2-chlorophenyl)-4-(4-chlorophenyl)pyridin-2-yl)-2-(2-methyl-6-(trifluoromethyl)pyridin-3-yl)acetohydrazide (80 mg, 0.15 mmol) and acetic acid (0.5 mL) in ethanol (1 mL) was heated in a microwave oven at 180° C. for 30 min. Analysis by HPLC/MS indicated about 40% of starting material remained. The reaction mixture was heated again in a microwave oven at 180° C. for additional 30 min. After cooling to room temperature, the reaction mixture was concentrated under reduced pressu... Starting materials: C=CC(=O)NCCCC, CC1=C2CCNCC2c2ccccc21, CCO, Cl. Product: CCCCNC(=O)CCN1CCC2=C(C)c3ccccc3C2C1. As a reaction SMILES: [C:15]([CH:16]=[CH2:17])(=[O:18])[NH:19][CH2:20][CH2:21][CH2:22][CH3:23].[CH3:1][C:2]1=[C:14]2[CH:9]([c:8]3[c:3]1[cH:4][cH:5][cH:6][cH:7]3)[CH2:10][NH:11][CH2:12][CH2:13]2.[CH3:25][CH2:26][OH:27].[ClH:24]>>[CH3:1][C:2]1=[C:14]2[CH:9]([c:8]3[c:3]1[cH:4][cH:5][cH:6][cH:7]3)[CH2:10][N:11]([CH2:17][CH2:16][C:15](=[O:18])[NH:19][CH2:20][CH2:21][CH2:22][CH3:23])[CH2:12][CH2:13]2. The reactants are COc1cc(Br)c(C)cc1[N+](=O)[O-], CC(C)(C)OC(=O)N1CCNCC1, C1COCCO1. The product is COc1cc(N2CCN(C(=O)OC(C)(C)C)CC2)c(C)cc1[N+](=O)[O-]. As a reaction SMILES: [Br:1][c:2]1[c:3]([CH3:13])[cH:4][c:5]([N+:10](=[O:11])[O-:12])[c:6]([O:8][CH3:9])[cH:7]1.[N:14]1([C:20](=[O:21])[O:22][C:23]([CH3:24])([CH3:25])[CH3:26])[CH2:15][CH2:16][NH:17][CH2:18][CH2:19]1.[O:27]1[CH2:28][CH2:29][O:30][CH2:31][CH2:32]1>>[c:2]1([N:17]2[CH2:16][CH2:15][N:14]([C:20](=[O:21])[O:22][C:23]([CH3:24])([CH3:25])[CH3:26])[CH2:19][CH2:18]2)[c:3]([CH3:13])[cH:4][c:5]([N+:10](=[O:11])[O-:12])[c:6]([O:8][CH3:9])[cH:7]1. Reactants: C(=O)([O-])[O-].[Na+].[Na+] (Na2CO3), B1(OC(C(O1)(C)C)(C)C)C2=CC(=CC=C2)S(=O)(=O)N (benzenesulfonamide-3-boronic acid pinacol ester), IC1=NN(C2=NC=NC(=C21)N)C(C)C (3-iodo-1-isopropyl-1H-pyrazolo[3,4-d]pyrimidin-4-amine). The reagents and catalysts are C=1C=CC(=CC1)[P](C=2C=CC=CC2)(C=3C=CC=CC3)[Pd]([P](C=4C=CC=CC4)(C=5C=CC=CC5)C=6C=CC=CC6)([P](C=7C=CC=CC7)(C=8C=CC=CC8)C=9C=CC=CC9)[P](C=1C=CC=CC1)(C=1C=CC=CC1)C=1C=CC=CC1 (Pd(PPh3)4). The solvent is CCO (EtOH), COCCOC (DME). Reaction conditions: temperature 80 celsius. The product is NC1=C2C(=NC=N1)N(N=C2C=2C=C(C=CC2)S(=O)(=O)N)C(C)C (3-(4-Amino-1-isopropyl-1H-pyrazolo[3,4-d]pyrimidin-3-yl)benzenesulfonamide). Isolated yield 28.0%. As a reaction SMILES: B1([C:10]2[CH:15]=[CH:14][CH:13]=[C:12]([S:16]([NH2:19])(=[O:18])=[O:17])[CH:11]=2)OC(C)(C)C(C)(C)O1.I[C:21]1[C:29]2[C:24](=[N:25][CH:26]=[N:27][C:28]=2[NH2:30])[N:23]([CH:31]([CH3:33])[CH3:32])[N:22]=1.C([O-])([O-])=O.[Na+].[Na+]>CCO.COCCOC.C1C=CC([P]([Pd]([P](C2C=CC=CC=2)(C2C=CC=CC=2)C2C=CC=CC=2)([P](C2C=CC=CC=2)(C2C=CC=CC=2)C2C=CC=CC=2)[P](C2C=CC=CC=2)(C2C=CC=CC=2)C2C=CC=CC=2)(C2C=CC=CC=2)C2C=CC=CC=2)=CC=1>[NH2:30][C:28]1[N:27]=[CH:26][N:25]=[C:24]2[N:23]([CH:31]([CH3:33])[CH3:32])[N:22]=[C:21]([C:10]3[CH:11]=[C:12]([S:16]([NH2:19])(=[O:17])=[O:18])[CH:13]=[CH:14][CH:15]=3)[C:29]=12 |f:2.3.4,^1:52,54,73,92|. Procedure details: A solution of benzenesulfonamide-3-boronic acid pinacol ester (31 mg, 0.11 mmol) in EtOH (3.3 mL) was added to a solution of 3-iodo-1-isopropyl-1H-pyrazolo[3,4-d]pyrimidin-4-amine (30 mg, 0.10 mmol) in DME (12 mL). Pd(PPh3)4 (30 mg, 0.03 mmol) and saturated Na2CO3 (1.9 mL) were added and the reaction was heated to 80° C. under an argon atmosphere overnight. After cooling, the reaction was extracted with saturated NaCl and CH2Cl2. Organic phases were combined, concentrated in vacuo and purified b... Starting materials: CC(=O)C1=CC=C(C=C1)OC (4-methoxyacetophenone), [OH-].[Na+] (NaOH), C(C1=CC=CC=C1)=O (benzaldehyde), CC(=O)C1=CC=C(C=C1)OC (4-methoxyacetophenone). Run in C(C)O (ethanol). Run at time 8 hour. The product is COC1=CC=C(C=C1)C(C=CC1=CC=CC=C1)=O (1-(4-methoxyphenyl)-3-phenyl-2-propen-1-one). Isolated yield 91.0%. As a reaction SMILES: [CH3:1][C:2]([C:4]1[CH:9]=[CH:8][C:7]([O:10][CH3:11])=[CH:6][CH:5]=1)=[O:3].[CH:12](=O)[C:13]1[CH:18]=[CH:17][CH:16]=[CH:15][CH:14]=1.[OH-].[Na+]>C(O)C>[CH3:11][O:10][C:7]1[CH:8]=[CH:9][C:4]([C:2](=[O:3])[CH:1]=[CH:12][C:13]2[CH:18]=[CH:17][CH:16]=[CH:15][CH:14]=2)=[CH:5][CH:6]=1 |f:2.3|. Procedure: 50.1 g. (0.333 m) 4-methoxyacetophenone and 35.4 g (0.333 m) benzaldehyde were combined in a 500 ml Erlenmeyer flask, with the 4-methoxyacetophenone being previously melted. Then 80 ml 5N NaOH solution (appr.) (1.2 × 0.333 m) was added to the mixture. Approximately 40 ml absolute ethanol was added to the stirred mixture in small portions to keep the mixture homogeneous. It was let stir at room temperature overnight, and a solid white cake resulted. The solid was filtered, washed with water, and ... Reactants: NC1=CC=C(C=N1)CC(C(=O)O)CC(=O)N(OCC1=CC=CC=C1)CC1=CC=CC=C1 (2-(6-Amino-pyridin-3-ylmethyl)-N-benzyl-N-benzyloxy-succinamic acid). Reagents/catalysts: [Pd] (palladium). The solvent is CO (methanol). The product is NC1=CC=C(C=N1)CC(C(=O)O)CC(=O)N(O)CC1=CC=CC=C1 (2-(6-Amino-pyridin-3-ylmethyl)-N-benzyl-N-hydroxy-succinamic acid). Isolated yield 22.0%. Reaction SMILES: [NH2:1][C:2]1[N:7]=[CH:6][C:5]([CH2:8][CH:9]([CH2:13][C:14]([N:16]([CH2:25][C:26]2[CH:31]=[CH:30][CH:29]=[CH:28][CH:27]=2)[O:17]CC2C=CC=CC=2)=[O:15])[C:10]([OH:12])=[O:11])=[CH:4][CH:3]=1>CO.[Pd]>[NH2:1][C:2]1[N:7]=[CH:6][C:5]([CH2:8][CH:9]([CH2:13][C:14]([N:16]([CH2:25][C:26]2[CH:27]=[CH:28][CH:29]=[CH:30][CH:31]=2)[OH:17])=[O:15])[C:10]([OH:12])=[O:11])=[CH:4][CH:3]=1. Procedure details: A solution of 2-(6-Amino-pyridin-3-ylmethyl)-N-benzyl-N-benzyloxy-succinamic acid (0.9 g, 1.7 mmol) and palladium (0.5 g, 5% on charcoal) in methanol (100 mL) was hydrogenated at 1 bar for 2 h. The reaction mixture was filtered and concentrated under reduced pressure. The residue was purified by flash chromatography (CHCl3/MeOH/H2O, 10:5:1) to give the title compound (123 mg, 22%).